From a dataset of the Open Reaction Database (ORD), a public repository of structured organic reaction records. describe an organic reaction: reactants, conditions, products, and yield The reactants are ClC1=CC=CC2=C1C(N1[C@H](C=3N2C=NC3C(=O)OC(C)(C)C)CC1)=O (tert.butyl (S)-8-chloro-12,12a-dihydro-9-oxo-9H,11H-azeto[2,1-c]imidazo[1,5-a][1,4]benzodiazepine-1-carboxylate). Reagents/catalysts: CCO.CCO.CCO.CCO.[Ti] (tetraethyl orthotitanate). Solvent: C(C1=CC=CC=C1)O (benzyl alcohol). Conditions: time 6 hour. The product is ClC1=CC=CC2=C1C(N1[C@H](C=3N2C=NC3C(=O)OCC3=CC=CC=C3)CC1)=O (benzyl (S)-8-chloro-12,12a-dihydro-9-oxo-9H,11H-azeto[2,1-c]imidazo[1,5-a][1,4]benzodiazepine-1-carboxylate). Reaction SMILES: [Cl:1][C:2]1[C:7]2[C:8](=[O:25])[N:9]3[CH2:24][CH2:23][C@H:10]3[C:11]3[N:12]([CH:13]=[N:14][C:15]=3[C:16]([O:18]C(C)(C)C)=[O:17])[C:6]=2[CH:5]=[CH:4][CH:3]=1>CCO.CCO.CCO.CCO.[Ti].C(O)C1C=CC=CC=1>[Cl:1][C:2]1[C:7]2[C:8](=[O:25])[N:9]3[CH2:24][CH2:23][C@H:10]3[C:11]3[N:12]([CH:13]=[N:14][C:15]=3[C:16]([O:18][CH2:8][C:7]3[CH:2]=[CH:3][CH:4]=[CH:5][CH:6]=3)=[O:17])[C:6]=2[CH:5]=[CH:4][CH:3]=1 |f:1.2.3.4.5|. Procedure details: A mixture of 3.59 g (10 mmol) of tert.butyl (S)-8-chloro-12,12a-dihydro-9-oxo-9H,11H-azeto[2,1-c]imidazo[1,5-a][1,4]benzodiazepine-1-carboxylate, 1.5 g (6 mmol) of tetraethyl orthotitanate and 30 ml of benzyl alcohol is stirred at 130° for 6 hours, a small amount of solvent being distilled off in vacuo twice. The mixture is subsequently evaporated in a high vacuum, the residue is taken up in 40 ml of chloroform, the solution is treated with 40 ml of concentrated hydrochloric acid/water (1:1) and... The reactants are BrCc1ccccc1, O=C([O-])[O-], CC(=O)c1ccc(O)c2ncccc12, CC(C)=O, [K+], [K+]. Yields the product CC(=O)c1ccc(OCc2ccccc2)c2ncccc12. RXN SMILES: [Br:21][CH2:22][c:23]1[cH:24][cH:25][cH:26][cH:27][cH:28]1.[C:15](=[O:16])([O-:17])[O-:18].[C:1]([CH3:2])(=[O:3])[c:4]1[c:5]2[cH:6][cH:7][cH:8][n:9][c:10]2[c:11]([OH:14])[cH:12][cH:13]1.[CH3:29][C:30](=[O:31])[CH3:32].[K+:19].[K+:20]>>[C:1]([CH3:2])(=[O:3])[c:4]1[c:5]2[cH:6][cH:7][cH:8][n:9][c:10]2[c:11]([O:14][CH2:22][c:23]2[cH:24][cH:25][cH:26][cH:27][cH:28]2)[cH:12][cH:13]1. Starting materials: C(C)(C)(CC)C1=C(OCCCCNC(=O)C2=C(C3=CC=CC=C3C(=C2)NS(=O)(=O)C2=CC(=C(C=C2)C(=O)OC)[N+](=O)[O-])O)C=CC(=C1)C(C)(C)CC (N-[4-(2,4-di-t-pentylphenoxy)butyl]-1-hydroxy-4-(4-methoxycarbonyl-3-nitrobenzenesulfonamido)-2-naphthamide). Reagents/catalysts: [Pd] (Pd/C). Run in O1CCCC1 (tetrahydrofuran). Yields the product NC=1C=C(C=CC1C(=O)OC)S(=O)(=O)NC1=CC(=C(C2=CC=CC=C12)O)C(=O)NCCCCOC1=C(C=C(C=C1)C(C)(C)CC)C(C)(C)CC (4-(3-Amino-4-methoxycarbonylbenzenesulfonamido)-N-[4-(2,4-di-t-pentylphenoxy)butyl]-1-hydroxy-2-naphthamide). As a reaction SMILES: [C:1]([C:6]1[CH:47]=[C:46]([C:48]([CH2:51][CH3:52])([CH3:50])[CH3:49])[CH:45]=[CH:44][C:7]=1[O:8][CH2:9][CH2:10][CH2:11][CH2:12][NH:13][C:14]([C:16]1[CH:25]=[C:24]([NH:26][S:27]([C:30]2[CH:35]=[CH:34][C:33]([C:36]([O:38][CH3:39])=[O:37])=[C:32]([N+:40]([O-])=O)[CH:31]=2)(=[O:29])=[O:28])[C:23]2[C:18](=[CH:19][CH:20]=[CH:21][CH:22]=2)[C:17]=1[OH:43])=[O:15])([CH2:4][CH3:5])([CH3:3])[CH3:2]>O1CCCC1.[Pd]>[NH2:40][C:32]1[CH:31]=[C:30]([S:27]([NH:26][C:24]2[C:23]3[C:18](=[CH:19][CH:20]=[CH:21][CH:22]=3)[C:17]([OH:43])=[C:16]([C:14]([NH:13][CH2:12][CH2:11][CH2:10][CH2:9][O:8][C:7]3[CH:44]=[CH:45][C:46]([C:48]([CH2:51][CH3:52])([CH3:49])[CH3:50])=[CH:47][C:6]=3[C:1]([CH2:4][CH3:5])([CH3:3])[CH3:2])=[O:15])[CH:25]=2)(=[O:28])=[O:29])[CH:35]=[CH:34][C:33]=1[C:36]([O:38][CH3:39])=[O:37]. Procedure details: Intermediate (C) (10.0 g, 13.9 mmoles) was reduced in tetrahydrofuran (100 ml) using Pd/C catalyst at 60 pounds pressure (H2 gas). The temperature rose to 30° C. The catalyst was removed by filtration; the filtrate was concentrated to dryness. Trituration of the residue with methanol produced a solid; yield, 8.3 g (84.9 percent). Reactants: C(C(C)C)OC1=NC=C(C#N)C=C1C=1NC(C=2C(N1)=C(N(N2)C)CCC)=O (6-Isobutoxy-5-(2-methyl-7-oxo-3-propyl-6,7-dihydro-2H-pyrazolo[4,3-d]-pyrimidin-5-yl)nicotinonitrile), P(=S)(OCC)(OCC)S ((EtO)2P(S)SH), P(=S)(OCC)(OCC)S ((EtO)2P(S)SH). Reagents/catalysts: O (Water). The solvent is ClCCl (dichloromethane), ClCCl (dichloromethane). Product: C(C(C)C)OC1=C(C=C(C=N1)C(N)=S)C=1NC(C=2C(N1)=C(N(N2)C)CCC)=O (6-Isobutoxy-5-(2-methyl-7-oxo-3-propyl-6,7-dihydro-2H-pyrazolo[4,3-d]pyrimidin-5-yl)-3-pyridinecarbothioamide). Reaction SMILES: [CH2:1]([O:5][C:6]1[C:13]([C:14]2[NH:15][C:16](=[O:27])[C:17]3[C:18](=[C:20]([CH2:24][CH2:25][CH3:26])[N:21]([CH3:23])[N:22]=3)[N:19]=2)=[CH:12][C:9]([C:10]#[N:11])=[CH:8][N:7]=1)[CH:2]([CH3:4])[CH3:3].P(S)(OCC)(OCC)=[S:29]>O.ClCCl>[CH2:1]([O:5][C:6]1[N:7]=[CH:8][C:9]([C:10](=[S:29])[NH2:11])=[CH:12][C:13]=1[C:14]1[NH:15][C:16](=[O:27])[C:17]2[C:18](=[C:20]([CH2:24][CH2:25][CH3:26])[N:21]([CH3:23])[N:22]=2)[N:19]=1)[CH:2]([CH3:4])[CH3:3]. Procedure: Water (2 drops) was added to a stirred suspension of 6-isobutoxy-5-(2-methyl-7-oxo-3-propyl-6,7-dihydro-2H-pyrazolo[4,3-d]pyrimidin-5-yl)-nicotinonitrile (Example 36) (150 mg, 0.41 mmol) in (EtO)2P(S)SH (0.5 mL). The mixture was stirred at room temperature. After 5 h more (EtO)2P(S)SH (0.5 mL) was added and dichloromethane (5 mL) added to aid stirring. After 14 h the reaction mixture was diluted with dichloromethane and washed with saturated sodium bicarbonate solution. After filtration and sepa... Starting materials: Cc1cccc(SCl)c1, COC(=O)c1cc[nH]c1. Yields the product COC(=O)c1c[nH]c(Sc2cccc(C)c2)c1. RXN SMILES: [c:10]1([CH3:18])[cH:11][c:12]([S:16][Cl:17])[cH:13][cH:14][cH:15]1.[nH:1]1[cH:2][c:3]([C:6](=[O:7])[O:8][CH3:9])[cH:4][cH:5]1>>[nH:1]1[cH:2][c:3]([C:6](=[O:7])[O:8][CH3:9])[cH:4][c:5]1[S:16][c:12]1[cH:11][c:10]([CH3:18])[cH:15][cH:14][cH:13]1. Reactants: O=C([O-])[O-], Oc1cccc2c1OCO2, CN(C)C=O, CC#CCOc1cc(Cl)ncn1, [K+], [K+]. Product: CC#CCOc1cc(Oc2cccc3c2OCO3)ncn1. Reaction SMILES: [C:13](=[O:14])([O-:15])[O-:16].[CH2:19]1[O:20][c:21]2[c:22]([OH:28])[cH:23][cH:24][cH:25][c:26]2[O:27]1.[CH3:29][N:30]([CH3:31])[CH:32]=[O:33].[Cl:1][c:2]1[n:3][cH:4][n:5][c:6]([O:8][CH2:9][C:10]#[C:11][CH3:12])[cH:7]1.[K+:17].[K+:18]>>[c:2]1([O:28][c:22]2[c:21]3[c:26]([cH:25][cH:24][cH:23]2)[O:27][CH2:19][O:20]3)[n:3][cH:4][n:5][c:6]([O:8][CH2:9][C:10]#[C:11][CH3:12])[cH:7]1.